Dataset: the Open Reaction Database (ORD), a public repository of structured organic reaction records. Task: describe an organic reaction: reactants, conditions, products, and yield The reactants are Cc1cnc(C(=O)Nc2c[nH]c3ncc(Br)c(F)c23)cn1, CCCCO, CC(C)(C)OC(=O)NC1CCCNC1. The product is Cc1cnc(C(=O)Nc2c[nH]c3ncc(Br)c(N4CCCC(NC(=O)OC(C)(C)C)C4)c23)cn1. RXN SMILES: [Br:1][c:2]1[c:3]([F:21])[c:4]2[c:5]([n:6][cH:7]1)[nH:8][cH:9][c:10]2[NH:11][C:12](=[O:13])[c:14]1[n:15][cH:16][c:17]([CH3:20])[n:18][cH:19]1.[CH2:36]([OH:37])[CH2:38][CH2:39][CH3:40].[NH:22]1[CH2:23][CH:24]([NH:28][C:29]([O:30][C:31]([CH3:32])([CH3:33])[CH3:34])=[O:35])[CH2:25][CH2:26][CH2:27]1>>[Br:1][c:2]1[c:3]([N:22]2[CH2:23][CH:24]([NH:28][C:29]([O:30][C:31]([CH3:32])([CH3:33])[CH3:34])=[O:35])[CH2:25][CH2:26][CH2:27]2)[c:4]2[c:5]([n:6][cH:7]1)[nH:8][cH:9][c:10]2[NH:11][C:12](=[O:13])[c:14]1[n:15][cH:16][c:17]([CH3:20])[n:18][cH:19]1. Starting materials: CCO, N#Cc1cccc(NC(=O)NCCCl)c1, [K+], [OH-]. The product is N#Cc1cccc(N2CCNC2=O)c1. Reaction SMILES: [CH3:18][CH2:19][OH:20].[Cl:1][CH2:2][CH2:3][NH:4][C:5](=[O:6])[NH:7][c:8]1[cH:9][c:10]([C:14]#[N:15])[cH:11][cH:12][cH:13]1.[K+:17].[OH-:16]>>[CH2:2]1[CH2:3][NH:4][C:5](=[O:6])[N:7]1[c:8]1[cH:9][c:10]([C:14]#[N:15])[cH:11][cH:12][cH:13]1. The reactants are CCOC(=O)CBr, Cc1nc2cc(O)c(OC3CCN(C(=O)OC(C)(C)C)CC3)cc2n1Cc1ccc(C#N)c2ccccc12, CCOC(C)=O, [H-], [Na+], CN(C)C=O, O. Product: CCOC(=O)COc1cc2nc(C)n(Cc3ccc(C#N)c4ccccc34)c2cc1OC1CCN(C(=O)OC(C)(C)C)CC1. RXN SMILES: [Br:41][CH2:42][C:43](=[O:44])[O:45][CH2:46][CH3:47].[CH3:1][c:2]1[n:3][c:4]2[c:5]([n:6]1[CH2:7][c:8]1[cH:9][cH:10][c:11]([C:18]#[N:19])[c:12]3[cH:13][cH:14][cH:15][cH:16][c:17]13)[cH:20][c:21]([O:25][CH:26]1[CH2:27][CH2:28][N:29]([C:32](=[O:33])[O:34][C:35]([CH3:36])([CH3:37])[CH3:38])[CH2:30][CH2:31]1)[c:22]([OH:24])[cH:23]2.[CH3:48][CH2:49][O:50][C:51](=[O:52])[CH3:53].[H-:40].[Na+:39].[O:54]=[CH:55][N:56]([CH3:57])[CH3:58].[OH2:59]>>[CH3:1][c:2]1[n:3][c:4]2[c:5]([n:6]1[CH2:7][c:8]1[cH:9][cH:10][c:11]([C:18]#[N:19])[c:12]3[cH:13][cH:14][cH:15][cH:16][c:17]13)[cH:20][c:21]([O:25][CH:26]1[CH2:27][CH2:28][N:29]([C:32](=[O:33])[O:34][C:35]([CH3:36])([CH3:37])[CH3:38])[CH2:30][CH2:31]1)[c:22]([O:24][CH2:42][C:43](=[O:44])[O:45][CH2:46][CH3:47])[cH:23]2. Starting materials: CN(C)C=C1C(CN(CC1)C(=O)OC(C)(C)C)=O (tert-butyl 4-((dimethylamino)methylene)-3-oxopiperidine-1-carboxylate), O.NN (hydrazine hydrate). Solvent: CCO (EtOH). Run at temperature 80 celsius, time 16 hour. Yields the product N1N=CC2=C1CN(CC2)C(=O)OC(C)(C)C (tert-butyl 4,5-dihydro-1H-pyrazolo[3,4-c]pyridine-6(7H)-carboxylate). The yield is 90.0%. RXN SMILES: C[N:2]([CH:4]=[C:5]1[CH2:10][CH2:9][N:8]([C:11]([O:13][C:14]([CH3:17])([CH3:16])[CH3:15])=[O:12])[CH2:7][C:6]1=O)C.O.[NH2:20]N>CCO>[NH:20]1[C:6]2[CH2:7][N:8]([C:11]([O:13][C:14]([CH3:17])([CH3:16])[CH3:15])=[O:12])[CH2:9][CH2:10][C:5]=2[CH:4]=[N:2]1 |f:1.2|. Reported procedure: To a stirred mixture of tert-butyl 4-((dimethylamino)methylene)-3-oxopiperidine-1-carboxylate (1.0 g, 4 mmol) in EtOH (10 mL) was added hydrazine hydrate (376 mg, 10 mmol). The mixture was stirred at 80° C. for 16 hours until the reaction was shown to be complete by LCMS. The mixture was then concentrated and the residue was extracted with EA (3×30 mL) from water (30 mL). The combined organic extracts were washed with brine (20 mL), dried over anhydrous Na2SO4 and concentrated. The residue was d... The reactants are CCN(CC)C(=O)C(F)F, CCOC(C)=O, CC[O-], Cl, [Na+]. Yields the product CCOC(=O)CC(=O)C(F)F. RXN SMILES: [CH2:1]([N:2]([CH2:3][CH3:9])[C:4]([CH:5]([F:6])[F:7])=[O:8])[CH3:10].[CH3:12][CH2:13][O:14][C:15]([CH3:16])=[O:17].[CH3:19][CH2:20][O-:21].[ClH:11].[Na+:18]>>[C:4]([CH:5]([F:6])[F:7])(=[O:8])[CH2:16][C:15]([O:14][CH2:13][CH3:12])=[O:17]. Reactants: C(C(=O)O)(=O)O (oxalic acid), [OH-].[Na+] (sodium hydroxide), C=O (formaldehyde), 11.0, [OH-].[Na+] (sodium hydroxide), Borax, N1=C(N)N=C(N)N=C1N (melamine). The solvent is CO (methanol). Run at temperature 80 celsius, time 20 minute. Yields the product N1=C(N)N=C(N)N=C1N.C=O.CO (melamine/formaldehyde methanol). RXN SMILES: [OH-].[Na+].C=O.[N:5]1[C:12]([NH2:13])=[N:11][C:9]([NH2:10])=[N:8][C:6]=1[NH2:7].C(O)(=O)[C:15](O)=[O:16]>CO>[N:5]1[C:12]([NH2:13])=[N:11][C:9]([NH2:10])=[N:8][C:6]=1[NH2:7].[CH2:15]=[O:16].[CH3:15][OH:16] |f:0.1,6.7.8|. Procedure: 0.6 part of a 25% strength by weight aqueous sodium hydroxide solution was added to 783 parts of 40% strength by weight aqueous formaldehyde solution, after which a pH of 8.3 resulted. After the addition of 0.5 part of Borax, 170 parts of melamine were metered in. After heating to 80° C., the mixture was stirred at said temperature until the contents had reached a milky turbid consistency. 777 parts of methanol were added and the temperature was brought to 68° C. After the addition of 2.9 parts ... The reactants are CS(=O)(=O)O[C@@H]1[C@@H]([C@H]2[C@@H]3CC[C@H]([C@@H](CCCC(C)C)C)[C@]3(CC[C@@H]2[C@]2(CCC(C=C12)=O)C)C)OS(=O)(=O)C (6β,7β-dimethanesulfonyloxy-4-cholestene-3-one), [N-]=[N+]=[N-].[Na+] (sodium azide), C(C)(=O)O (acetic acid). The solvent is CO (methanol). Yields the product N(=[N+]=[N-])C1=C[C@H]2[C@@H]3CC[C@H]([C@@H](CCCC(C)C)C)[C@]3(CC[C@@H]2[C@]2(CCC(C=C12)=O)C)C (6-azido-4,6-cholestadiene-3-one). RXN SMILES: CS(O[C@H:6]1[C:30]2[C@:25]([CH3:32])([CH2:26][CH2:27][C:28](=[O:31])[CH:29]=2)[C@@H:24]2[C@H:8]([C@H:9]3[C@:21]([CH3:33])([CH2:22][CH2:23]2)[C@@H:12]([C@H:13]([CH3:20])[CH2:14][CH2:15][CH2:16][CH:17]([CH3:19])[CH3:18])[CH2:11][CH2:10]3)[C@H:7]1OS(C)(=O)=O)(=O)=O.[N-:39]=[N+:40]=[N-:41].[Na+].C(O)(=O)C>CO>[N:39]([C:6]1[C:30]2[C@:25]([CH3:32])([CH2:26][CH2:27][C:28](=[O:31])[CH:29]=2)[C@@H:24]2[C@H:8]([C@H:9]3[C@:21]([CH3:33])([CH2:22][CH2:23]2)[C@@H:12]([C@H:13]([CH3:20])[CH2:14][CH2:15][CH2:16][CH:17]([CH3:19])[CH3:18])[CH2:11][CH2:10]3)[CH:7]=1)=[N+:40]=[N-:41] |f:1.2|. Procedure details: In a manner similar to that described in Example 6C, treat 6β,7β-dimethanesulfonyloxy-4-cholestene-3-one with sodium azide in aqueous methanol in the presence of acetic acid. Isolate and purify the resultant product in a manner similar to that described to obtain 6-azido-4,6-cholestadiene-3-one.